This data is from the Open Reaction Database (ORD), a public repository of structured organic reaction records. The task is: describe an organic reaction: reactants, conditions, products, and yield The reactants are O=S(=O)(OS(=O)(=O)C(F)(F)F)C(F)(F)F, COC(=O)CCc1ccc(O)c(-c2ccc3ccccc3c2)c1, c1ccncc1. Product: COC(=O)CCc1ccc(S(=O)(=O)C(F)(F)F)c(-c2ccc3ccccc3c2)c1. As a reaction SMILES: [F:24][C:25]([F:26])([F:27])[S:28](=[O:29])([O:31][S:30]([C:32]([F:33])([F:34])[F:35])(=[O:36])=[O:37])=[O:38].[OH:1][c:2]1[c:3](-[c:14]2[cH:15][c:16]3[cH:17][cH:18][cH:19][cH:20][c:21]3[cH:22][cH:23]2)[cH:4][c:5]([CH2:8][CH2:9][C:10](=[O:11])[O:12][CH3:13])[cH:6][cH:7]1.[cH:39]1[cH:40][cH:41][n:42][cH:43][cH:44]1>>[c:2]1([S:28]([C:25]([F:24])([F:26])[F:27])(=[O:29])=[O:31])[c:3](-[c:14]2[cH:15][c:16]3[cH:17][cH:18][cH:19][cH:20][c:21]3[cH:22][cH:23]2)[cH:4][c:5]([CH2:8][CH2:9][C:10](=[O:11])[O:12][CH3:13])[cH:6][cH:7]1. Reactants: N([C@@H](CCS(=O)C)C=O)C(=O)OCC1C2=CC=CC=C2C2=CC=CC=C12 (FmocMetOH), C=1C=CC2=C(C1)N=NN2O (HOBt), CC(N=C=NC(C)C)C (DIC), solution, N1CCCCC1 (piperidine). Reagents/catalysts: CN(C)C=1C=CN=CC1 (DMAP). Run in CN(C)C=O (DMF), CN(C)C=O (DMF). Reaction conditions: time 4 hour. Product: C(=O)(OCC1C2=CC=CC=C2C2=CC=CC=C12)N1CCCCC1 (Fmoc-piperidine). Reaction SMILES: [NH:1]1[CH2:6][CH2:5][CH2:4][CH2:3][CH2:2]1.N([C:16]([O:18][CH2:19][CH:20]1[C:32]2[C:27](=[CH:28][CH:29]=[CH:30][CH:31]=2)[C:26]2[C:21]1=[CH:22][CH:23]=[CH:24][CH:25]=2)=[O:17])[C@H](C=O)CCS(C)=O.C1C=CC2N(O)N=NC=2C=1.CC(C)N=C=NC(C)C>CN(C=O)C.CN(C1C=CN=CC=1)C>[C:16]([N:1]1[CH2:6][CH2:5][CH2:4][CH2:3][CH2:2]1)([O:18][CH2:19][CH:20]1[C:21]2[C:26](=[CH:25][CH:24]=[CH:23][CH:22]=2)[C:27]2[C:32]1=[CH:31][CH:30]=[CH:29][CH:28]=2)=[O:17]. Procedure details: The resin was deprotected using a 20% solution of piperidine in DMF (1×3 min, 1×7 min, 20 ml each) and subsequently washed with DMF (1×20 ml). Acylation was carried out by addition of FmocMetOH (2.4 g, 3 eq), DMF (10 ml), HOBt (990 mg, 3 eq), and DIC (1.01 ml, 3 eq) and DMAP (260 mg, 0.1 eq). The coupling was left for 4 h and the resin was washed with DMF (7×20 ml). A small sample was dried carefully and deprotected with DCM/piperidine (1:1) for 30 min. Photometric determination of the resulting... Starting materials: N1=CC=CC=C1 (pyridine), C(C)O (ethanol), C(C1=CC=CC=C1)ON(C(=O)OCC)CCCP(OCCCC)(OCCCC)=O (dibutyl 3-(N-benzyloxy-N-ethoxycarbonylamino)propylphosphonate). Solvent: C(C)(=O)O (acetic acid), Cl (hydrochloric acid), O (water), O (water). Reaction conditions: time 48 hour. Product: ONCCCP(O)(O)=O (3-(N-hydroxyamino)propylphosphonic acid). The yield is 46.2%. As a reaction SMILES: C([O:8][N:9]([CH2:15][CH2:16][CH2:17][P:18](=[O:29])([O:24]CCCC)[O:19]CCCC)C(OCC)=O)C1C=CC=CC=1.N1C=CC=CC=1.C(O)C>C(O)(=O)C.Cl.O>[OH:8][NH:9][CH2:15][CH2:16][CH2:17][P:18](=[O:19])([OH:29])[OH:24]. Procedure: A solution of dibutyl 3-(N-benzyloxy-N-ethoxycarbonylamino)propylphosphonate (6.72 g.) in acetic acid (70 ml.) and conc. hydrochloric acid (70 ml.) was refluxed with stirring for 48 hours. The reaction mixture was concentrated under reduced pressure to give an oily residue, to which there was added water (30 ml.). The solution was washed with ethyl acetate (20 ml.), treated with activated charcoal and then concentrated under reduced pressure to give an oily residue (2.60 g.). The residue was dis... Reactants: CNC(=O)c1cc(Br)cnc1OC, CC1(C)OB(c2cccc3c2CC(N(Cc2ccccc2)Cc2ccccc2)CO3)OC1(C)C, CS(C)=O. The product is CNC(=O)c1cc(-c2cccc3c2CC(N(Cc2ccccc2)Cc2ccccc2)CO3)cnc1OC. As a reaction SMILES: [Br:35][c:36]1[cH:37][n:38][c:39]([O:46][CH3:47])[c:40]([C:41](=[O:42])[NH:43][CH3:44])[cH:45]1.[CH2:1]([c:2]1[cH:3][cH:4][cH:5][cH:6][cH:7]1)[N:8]([CH:9]1[CH2:10][O:11][c:12]2[cH:13][cH:14][cH:15][c:16]([B:19]3[O:20][C:21]([CH3:22])([CH3:23])[C:24]([CH3:25])([CH3:26])[O:27]3)[c:17]2[CH2:18]1)[CH2:28][c:29]1[cH:30][cH:31][cH:32][cH:33][cH:34]1.[CH3:48][S:49]([CH3:50])=[O:51]>>[CH2:1]([c:2]1[cH:3][cH:4][cH:5][cH:6][cH:7]1)[N:8]([CH:9]1[CH2:10][O:11][c:12]2[cH:13][cH:14][cH:15][c:16](-[c:36]3[cH:37][n:38][c:39]([O:46][CH3:47])[c:40]([C:41](=[O:42])[NH:43][CH3:44])[cH:45]3)[c:17]2[CH2:18]1)[CH2:28][c:29]1[cH:30][cH:31][cH:32][cH:33][cH:34]1. Starting materials: C(C1=CC=CC=C1)OC(=O)CCC1CCN(CC1)CC(=O)OCC (4-[2-(benzyloxycarbonyl)-ethyl]-1-[(ethoxycarbonyl)-methyl]-piperidine). The reagents and catalysts are [Pd] (palladium). Solvent: O1CCCC1 (tetrahydrofuran). Product: C(=O)(O)CCC1CCN(CC1)CC(=O)OCC (4-[2-(Carboxy)-ethyl]-1-[(ethoxycarbonyl)-methyl]-piperidine). Reaction SMILES: C([O:8][C:9]([CH2:11][CH2:12][CH:13]1[CH2:18][CH2:17][N:16]([CH2:19][C:20]([O:22][CH2:23][CH3:24])=[O:21])[CH2:15][CH2:14]1)=[O:10])C1C=CC=CC=1>O1CCCC1.[Pd]>[C:9]([CH2:11][CH2:12][CH:13]1[CH2:18][CH2:17][N:16]([CH2:19][C:20]([O:22][CH2:23][CH3:24])=[O:21])[CH2:15][CH2:14]1)([OH:10])=[O:8]. Procedure: 10 g of 4-[2-(benzyloxycarbonyl)-ethyl]-1-[(ethoxycarbonyl)-methyl]-piperidine are hydrogenated in 150 ml of tetrahydrofuran at room temperature under a hydrogen pressure of 50 psi in the presence of 1.3 g of palladium-on-active charcoal for 4 hours. The solvent is evaporated off under reduced pressure and the residue is crystallized with diethyl ether and a little acetone. The reactants are CC(=O)OC1CSC(Oc2cnccc2Br)C(OC(C)=O)C1OC(C)=O, OB(O)c1ccc(C(F)(F)F)cc1. The product is CC(=O)OC1CSC(Oc2cnccc2-c2ccc(C(F)(F)F)cc2)C(OC(C)=O)C1OC(C)=O. As a reaction SMILES: [C:1]([CH3:2])(=[O:3])[O:4][CH:5]1[CH:6]([O:7][c:8]2[cH:9][n:10][cH:11][cH:12][c:13]2[Br:14])[S:15][CH2:16][CH:17]([O:23][C:24]([CH3:25])=[O:26])[CH:18]1[O:19][C:20]([CH3:21])=[O:22].[F:27][C:28]([c:29]1[cH:30][cH:31][c:32]([B:35]([OH:36])[OH:37])[cH:33][cH:34]1)([F:38])[F:39]>>[C:1]([CH3:2])(=[O:3])[O:4][CH:5]1[CH:6]([O:7][c:8]2[cH:9][n:10][cH:11][cH:12][c:13]2-[c:32]2[cH:31][cH:30][c:29]([C:28]([F:27])([F:38])[F:39])[cH:34][cH:33]2)[S:15][CH2:16][CH:17]([O:23][C:24]([CH3:25])=[O:26])[CH:18]1[O:19][C:20]([CH3:21])=[O:22].